This data is from the Open Reaction Database (ORD), a public repository of structured organic reaction records. The task is: describe an organic reaction: reactants, conditions, products, and yield The reactants are OC1=C(C=CC(=C1)O)C(C)=O (2',4'-dihydroxyacetophenone), CN(C=O)C (dimethylformamide), C(C)(C)N(C(C)C)CC (N,N-diisopropylethylamine), COCCl (chloromethyl methyl ether). Run in ice water. Reaction conditions: temperature 0 celsius, time 18 hour. Product: COCOC1=C(C=CC(=C1)OCOC)C(C)=O (2',4'-bis(methoxymethoxy)acetophenone). Isolated yield 98.3%. Reaction SMILES: [OH:1][C:2]1[CH:7]=[C:6]([OH:8])[CH:5]=[CH:4][C:3]=1[C:9](=[O:11])[CH3:10].[CH:12](N(CC)C(C)C)(C)C.[CH3:21][O:22][CH2:23]Cl.CN(C)[CH:27]=[O:28]>>[CH3:21][O:22][CH2:23][O:1][C:2]1[CH:7]=[C:6]([O:8][CH2:12][O:28][CH3:27])[CH:5]=[CH:4][C:3]=1[C:9](=[O:11])[CH3:10]. Procedure: In 3 ml of dimethylformamide was dissolved 456 mg of 2',4'-dihydroxyacetophenone, and the solution was cooled to 0° C. and 1.73 ml of N,N-diisopropylethylamine was added to the solution. Then, 0.61 ml of chloromethyl methyl ether was added to the mixture and reaction was carried out for 18 hours with stirring. After the reaction, the reaction mixture was poured in ice water and extracted with ethyl acetate. The organic layer was washed with water, dried with anhydrous sodium sulfate and filtered... The reactants are ClC1=C2C=CC(=NC2=NC=C1)C(C)=O (1-(5-chloro-[1,8]naphthyridin-2-yl)ethanone), FC1=C(C=C(C=C1)B1OC(C(O1)(C)C)(C)C)C=1C(=CC=CC1)C#N (2′-fluoro-5′-(4,4,5,5-tetramethyl-[1,3,2]dioxaborolan-2-yl)biphenyl-2-carbonitrile). The product is C(C)(=O)C1=CC=C2C(=CC=NC2=N1)C=1C=CC(=C(C1)C=1C(=CC=CC1)C#N)F (5′-[7-Acetyl-[1,8]naphthyridin-4-yl]-2′-fluorobiphenyl-2-carbonitrile). Isolated yield 83.0%. Reaction SMILES: Cl[C:2]1[CH:11]=[CH:10][N:9]=[C:8]2[C:3]=1[CH:4]=[CH:5][C:6]([C:12](=[O:14])[CH3:13])=[N:7]2.[F:15][C:16]1[CH:21]=[CH:20][C:19](B2OC(C)(C)C(C)(C)O2)=[CH:18][C:17]=1[C:31]1[C:32]([C:37]#[N:38])=[CH:33][CH:34]=[CH:35][CH:36]=1>>[C:12]([C:6]1[N:7]=[C:8]2[C:3]([C:2]([C:19]3[CH:20]=[CH:21][C:16]([F:15])=[C:17]([C:31]4[C:32]([C:37]#[N:38])=[CH:33][CH:34]=[CH:35][CH:36]=4)[CH:18]=3)=[CH:11][CH:10]=[N:9]2)=[CH:4][CH:5]=1)(=[O:14])[CH3:13]. Procedure: This was prepared in 83% yield from 1-(5-chloro-[1,8]naphthyridin-2-yl)ethanone (from step a) and 2′-fluoro-5′-(4,4,5,5-tetramethyl-[1,3,2]dioxaborolan-2-yl)biphenyl-2-carbonitrile (from Example 2, step e) using a similar procedure to that described in Example 55, step a. δH (400 MHz, CDCl3) 2.97 (3H, s), 7.45 (1H, t, J 9.0), 7.55 (1H, td, J 7.4, 1.2), 7.58-7.62 (4H, m), 7.71 (1H, td, J 7.4, 1.2), 7.84 (1H, dd, J 7.8, 0.8), 8.26 (1H, d, J 8.6), 8.59 (1H, d, J 8.6), 9.26 (1H, d, J 4.3). m/z (ES+)...